Dataset: the Open Reaction Database (ORD), a public repository of structured organic reaction records. Task: describe an organic reaction: reactants, conditions, products, and yield The reactants are C(C=C)C12C3C(C(C=C1)C2)C(=O)OC3=O (allyl-bicyclo[2.2.1]hept-5-ene-2,3-dicarboxylic acid anhydride), C(C)C(CN)CCCC (2-ethylhexylamine). Product: C(C)C(CN=C(O)C1C2(C=CC(C1C(=O)O)C2)CC=C)CCCC (Allyl-bicyclo[2.2.1]hept-5-ene-2,3-dicarboxylic acid N-(2-ethyl-hexyl)-imide). As a reaction SMILES: [CH2:1]([C:4]12[CH2:10][CH:7]([CH:8]=[CH:9]1)[CH:6]1[C:11]([O:13][C:14](=[O:15])[CH:5]21)=[O:12])[CH:2]=[CH2:3].[CH2:16]([CH:18]([CH2:21][CH2:22][CH2:23][CH3:24])[CH2:19][NH2:20])[CH3:17]>>[CH2:16]([CH:18]([CH2:21][CH2:22][CH2:23][CH3:24])[CH2:19][N:20]=[C:14]([CH:5]1[CH:6]([C:11]([OH:13])=[O:12])[CH:7]2[CH2:10][C:4]1([CH2:1][CH:2]=[CH2:3])[CH:9]=[CH:8]2)[OH:15])[CH3:17]. Reported procedure: The procedure described in Example 3 is repeated, except that 204 g of allyl-bicyclo[2.2.1]hept-5-ene-2,3-dicarboxylic acid anhydride and 129 g of 2-ethylhexylamine are used. 17 g of water are split off at 115° to 160° C. under 4,000 Pa in the course of 4.5 hours. 292.05 g (92.6% of theory) of a fraction of boiling point 160°-164° C. under 10.7 Pa, nD20 1.5038 and η25 0.68 Pa.s are obtained. The reactants are COC(=O)CON, CC(=O)c1cnc2nnn(Cc3ccc4ncccc4c3)c2n1. Yields the product COC(=O)CON=C(C)c1cnc2nnn(Cc3ccc4ncccc4c3)c2n1. RXN SMILES: [NH2:24][O:25][CH2:26][C:27](=[O:28])[O:29][CH3:30].[n:1]1[cH:2][cH:3][cH:4][c:5]2[cH:6][c:7]([CH2:11][n:12]3[n:13][n:14][c:15]4[c:16]3[n:17][c:18]([C:21]([CH3:22])=[O:23])[cH:19][n:20]4)[cH:8][cH:9][c:10]12>>[n:1]1[cH:2][cH:3][cH:4][c:5]2[cH:6][c:7]([CH2:11][n:12]3[n:13][n:14][c:15]4[c:16]3[n:17][c:18]([C:21]([CH3:22])=[N:24][O:25][CH2:26][C:27](=[O:28])[O:29][CH3:30])[cH:19][n:20]4)[cH:8][cH:9][c:10]12. Starting materials: CC1(CCC=C1C=1C=C(C(=O)OC)C=CC1OS(=O)(=O)C(F)(F)F)C (Methyl 3-(5,5-dimethylcyclopent-1-enyl)-4-(trifluoromethylsulfonyloxy)benzoate), C(C)OC=1C=CC(=C(C1)B(O)O)F (5-ethoxy-2-fluorophenylboronic acid), C([O-])([O-])=O.[K+].[K+] (potassium carbonate). Reagents/catalysts: C=1C=CC(=CC1)[P](C=2C=CC=CC2)(C=3C=CC=CC3)[Pd]([P](C=4C=CC=CC4)(C=5C=CC=CC5)C=6C=CC=CC6)([P](C=7C=CC=CC7)(C=8C=CC=CC8)C=9C=CC=CC9)[P](C=1C=CC=CC1)(C=1C=CC=CC1)C=1C=CC=CC1 (tetrakis(triphenylphosphine)palladium). Solvent: [Cl-].[Na+].O (brine), CN(C)C=O (DMF). Reaction conditions: temperature 90 celsius, time 21 hour. The product is CC1(CCC=C1C1=C(C=CC(=C1)C(=O)OC)C1=C(C=CC(=C1)OCC)F)C (Methyl 2-(5,5-dimethyl-1-cyclopenten-1-yl)-5′-(ethyloxy)-2′-fluoro-1,1′-biphenyl-4-carboxylate). Isolated yield 90.0%. Reaction SMILES: [CH3:1][C:2]1([CH3:25])[C:6]([C:7]2[CH:8]=[C:9]([CH:14]=[CH:15][C:16]=2OS(C(F)(F)F)(=O)=O)[C:10]([O:12][CH3:13])=[O:11])=[CH:5][CH2:4][CH2:3]1.[CH2:26]([O:28][C:29]1[CH:30]=[CH:31][C:32]([F:38])=[C:33](B(O)O)[CH:34]=1)[CH3:27].C(=O)([O-])[O-].[K+].[K+]>CN(C=O)C.[Cl-].[Na+].O.C1C=CC([P]([Pd]([P](C2C=CC=CC=2)(C2C=CC=CC=2)C2C=CC=CC=2)([P](C2C=CC=CC=2)(C2C=CC=CC=2)C2C=CC=CC=2)[P](C2C=CC=CC=2)(C2C=CC=CC=2)C2C=CC=CC=2)(C2C=CC=CC=2)C2C=CC=CC=2)=CC=1>[CH3:1][C:2]1([CH3:25])[C:6]([C:7]2[CH:8]=[C:9]([C:10]([O:12][CH3:13])=[O:11])[CH:14]=[CH:15][C:16]=2[C:33]2[CH:34]=[C:29]([O:28][CH2:26][CH3:27])[CH:30]=[CH:31][C:32]=2[F:38])=[CH:5][CH2:4][CH2:3]1 |f:2.3.4,6.7.8,^1:56,58,77,96|. Reported procedure: To a stirred solution of methyl 3-(5,5-dimethylcyclopent-1-enyl)-4-(trifluoromethylsulfonyloxy)benzoate T3.5 (0.400 g, 1.1 mmol) in DMF (4.00 mL) at 23° C. was added 5-ethoxy-2-fluorophenylboronic acid (0.29 g, 1.6 mmol, commercially available from Sigma-Aldrich, St. Louis, Mo., USA), potassium carbonate (0.44 g, 3.2 mmol), and then tetrakis(triphenylphosphine)palladium (0.12 g, 0.11 mmol). The mixture was heated to 90° C. and stirred for 21 hours. The mixture was then cooled to room temperature... Solvent: CC(=O)C (acetone). As a reaction SMILES: [Cl:1][C:2]1[CH:11]=[CH:10][C:9]([OH:12])=[CH:8][C:3]=1[C:4]([O:6][CH3:7])=[O:5].C(=O)([O-])[O-].[K+].[K+].I[CH2:20][CH:21]([F:23])[F:22]>CC(C)=O>[Cl:1][C:2]1[CH:11]=[CH:10][C:9]([O:12][CH2:20][CH:21]([F:23])[F:22])=[CH:8][C:3]=1[C:4]([O:6][CH3:7])=[O:5] |f:1.2.3|. Reactants: ClC1=C(C(=O)OC)C=C(C=C1)O (methyl 2-chloro-5-hydroxybenzoate), C([O-])([O-])=O.[K+].[K+] (potassium carbonate), ICC(F)F (2-iodo-1,1-difluoroethane). Yields the product ClC1=C(C(=O)OC)C=C(C=C1)OCC(F)F (Methyl 2-chloro-5-(2,2-difluoroethoxy)benzoate). Procedure: To a suspension of methyl 2-chloro-5-hydroxybenzoate (50 mg) and potassium carbonate (111 mg) in acetone (1 mL) was added 2-iodo-1,1-difluoroethane (35 μL), and the suspension was reacted at 120° C. for 10 minutes in a microwave synthesizer (Biotage, Initiator). After reaction at 130° C. for additional 15 minutes, the reaction mixture was directly purified on silica gel column chromatography to obtain the titled compound (55 mg) as yellow oil. Reactants: C(C)OC1=NC2=C(C(O1)=O)C(=CC=C2)C=CC (2-ethoxy-5-propenyl-4H-3,1-benzoxazin-4-one), C1CCOC1 (THF). Run in [OH-].[Na+] (sodium hydroxide). Yields the product C(C)OC(=O)NC1=C(C(=O)O)C(=CC=C1)C=CC (2-ethoxycarbonylamino-6-propenylbenzoic Acid). RXN SMILES: [CH2:1]([O:3][C:4]1[O:9][C:8](=[O:10])[C:7]2[C:11]([CH:15]=[CH:16][CH3:17])=[CH:12][CH:13]=[CH:14][C:6]=2[N:5]=1)[CH3:2].C1C[O:21]CC1>[OH-].[Na+]>[CH2:1]([O:3][C:4]([NH:5][C:6]1[CH:14]=[CH:13][CH:12]=[C:11]([CH:15]=[CH:16][CH3:17])[C:7]=1[C:8]([OH:21])=[O:10])=[O:9])[CH3:2] |f:2.3|. Reported procedure: Alternatively, the title compound was prepared by stirring a solution of 2-ethoxy-5-propenyl-4H-3,1-benzoxazin-4-one in THF (5 ml) and 2% sodium hydroxide (5 ml) for 6 hours. The organic solvent was removed by evaporation. The aqueous solution was acidified to pH=2 with dropwise addition of 6 M HCl. The solution was extracted with ethyl acetate and the organic was dried (magnesium sulphate) and evaporated to give an oil.